From a dataset of the Open Reaction Database (ORD), a public repository of structured organic reaction records. describe an organic reaction: reactants, conditions, products, and yield Reactants: CN(C)C=O, O=c1c2[nH]c([N+](=O)[O-])nc2n(CC2CC2)c(=O)n1CC1CC1, O, O=P(Cl)(Cl)Cl. The product is O=c1c2[nH]c(Cl)nc2n(CC2CC2)c(=O)n1CC1CC1. RXN SMILES: [CH3:29][N:30]([CH3:31])[CH:32]=[O:33].[CH:1]1([CH2:4][n:5]2[c:6](=[O:7])[n:8]([CH2:19][CH:20]3[CH2:21][CH2:22]3)[c:9]3[n:10][c:11]([N+:16]([O-:17])=[O:18])[nH:12][c:13]3[c:14]2=[O:15])[CH2:2][CH2:3]1.[OH2:28].[P:23]([Cl:24])([Cl:25])([Cl:26])=[O:27]>>[CH:1]1([CH2:4][n:5]2[c:6](=[O:7])[n:8]([CH2:19][CH:20]3[CH2:21][CH2:22]3)[c:9]3[n:10][c:11]([Cl:25])[nH:12][c:13]3[c:14]2=[O:15])[CH2:2][CH2:3]1. Reaction SMILES: [C:23]([c:24]1[cH:25][cH:26][cH:27][cH:28][cH:29]1)([Cl:30])=[O:31].[CH2:1]([CH2:2][CH3:3])[C:4]12[CH:5]([OH:22])[CH2:6][CH2:7][CH:8]1[CH:9]1[CH:10]([CH2:11][CH2:12]2)[CH:13]2[CH2:14][CH2:15][C:16](=[O:21])[CH:17]=[C:18]2[CH2:19][CH2:20]1>>[CH2:1]([CH2:2][CH3:3])[C:4]12[CH:5]([O:22][CH2:23][c:24]3[cH:25][cH:26][cH:27][cH:28][cH:29]3)[CH2:6][CH2:7][CH:8]1[CH:9]1[CH:10]([CH2:11][CH2:12]2)[CH:13]2[CH2:14][CH2:15][C:16](=[O:21])[CH:17]=[C:18]2[CH2:19][CH2:20]1. Starting materials: O=C(Cl)c1ccccc1, CCCC12CCC3C4CCC(=O)C=C4CCC3C1CCC2O. Yields the product CCCC12CCC3C4CCC(=O)C=C4CCC3C1CCC2OCc1ccccc1. Starting materials: C1=CCCCC1, COc1cccc(C(=O)N2c3cc(Cl)ccc3-c3ccccc3C2C)c1, ClCCl. Product: CC1c2ccccc2-c2ccc(Cl)cc2N1C(=O)c1cccc(O)c1. Reaction SMILES: [CH2:27]1[CH2:28][CH:29]=[CH:30][CH2:31][CH2:32]1.[Cl:1][c:2]1[cH:3][cH:4][c:5]2[c:14]([cH:15]1)[N:13]([C:16](=[O:17])[c:18]1[cH:19][c:20]([O:24][CH3:25])[cH:21][cH:22][cH:23]1)[CH:12]([CH3:26])[c:11]1[c:6]-2[cH:7][cH:8][cH:9][cH:10]1.[Cl:33][CH2:34][Cl:35]>>[Cl:1][c:2]1[cH:3][cH:4][c:5]2[c:14]([cH:15]1)[N:13]([C:16](=[O:17])[c:18]1[cH:19][c:20]([OH:24])[cH:21][cH:22][cH:23]1)[CH:12]([CH3:26])[c:11]1[c:6]-2[cH:7][cH:8][cH:9][cH:10]1.